This data is from the Open Reaction Database (ORD), a public repository of structured organic reaction records. The task is: describe an organic reaction: reactants, conditions, products, and yield Conditions: time 15 hour. Product: CC1(NC(CC(C1)N1C(C=2C(C1=O)=CC(=CC2)C(=O)OCCCC)=O)(C)C)C (N-(2,2,6,6-tetramethyl-4-piperidinyl)-4-(n-butoxycarbonyl)phthalimide). RXN SMILES: [CH3:1][C:2]1([CH3:24])[CH2:7][CH:6]([N:8]2[C:12](=[O:13])[C:11]3=[CH:14][C:15]([C:18]([OH:20])=[O:19])=[CH:16][CH:17]=[C:10]3[C:9]2=[O:21])[CH2:5][C:4]([CH3:23])([CH3:22])[NH:3]1.[CH2:25](Br)[CH2:26][CH2:27][CH3:28].C(=O)([O-])[O-].[Na+].[Na+].CN(C)C=O>CCCCCCCC[N+](CCCCCCCC)(CCCCCCCC)C.[Cl-].C(Cl)(Cl)Cl.CCCCC.O.C(OC)(C)(C)C>[CH3:22][C:4]1([CH3:23])[CH2:5][CH:6]([N:8]2[C:12](=[O:13])[C:11]3=[CH:14][C:15]([C:18]([O:20][CH2:25][CH2:26][CH2:27][CH3:28])=[O:19])=[CH:16][CH:17]=[C:10]3[C:9]2=[O:21])[CH2:7][C:2]([CH3:24])([CH3:1])[NH:3]1 |f:2.3.4,6.7|. Procedure: Into a 125 ml reaction flask equipped with a magnetic stirrer, thermometer, condenser and nitrogen atmosphere were placed the HALS-acid of Example 1 (3.3 g (0.01 mol), n-butylbromide (3.13 g, 0.022 mol), ADOGEN 464® (Ashland Chemical Co.) (0.19 g), sodium carbonate (6.64 g, 0.044 mol) and 50 ml of dimethylformamide. The reaction was heated to 80°-90° C. for 2 hours, allowed to stand at ambient temperature for 15 hours then heated again at 80°-90° C. for 6.5 additional hours. The mixture was tran... The solvent is O (water), C(C)(C)(C)OC (methyl t-butyl ether), CCCCC (pentane), C(Cl)(Cl)Cl (chloroform). Reactants: CC1(NC(CC(C1)N1C(C=2C(C1=O)=CC(=CC2)C(=O)O)=O)(C)C)C (N-(2,2,6,6-tetramethyl-4-piperidinyl)-4-carboxyphthalimide), CN(C=O)C (dimethylformamide), white crystals, C(CCC)Br (n-butylbromide), C([O-])([O-])=O.[Na+].[Na+] (sodium carbonate). Reagents/catalysts: CCCCCCCC[N+](C)(CCCCCCCC)CCCCCCCC.[Cl-] (ADOGEN 464). The reactants are [OH-].[Na+] (NaOH), C(C)OC(=O)C1=C(N(C(=C1)CCC1=CC=CC=C1)C1=CC(=CC=C1)C(=O)O)C1=CC=CC=C1 (1-(3-carboxy-phenyl)-5-phenethyl-2-phenyl-1H-pyrrole-3-carboxylic acid ethyl ester). Solvent: C(CO)O (ethylene glycol). Reaction conditions: time 1.6 hour. Yields the product C(=O)(O)C=1C=C(C=CC1)N1C(=C(C=C1CCC1=CC=CC=C1)C(=O)O)C1=CC=CC=C1 (1-(3-Carboxy-phenyl)-5-phenethyl-2-phenyl-1H-pyrrole-3-carboxylic acid). As a reaction SMILES: [OH-].[Na+].C([O:5][C:6]([C:8]1[CH:12]=[C:11]([CH2:13][CH2:14][C:15]2[CH:20]=[CH:19][CH:18]=[CH:17][CH:16]=2)[N:10]([C:21]2[CH:26]=[CH:25][CH:24]=[C:23]([C:27]([OH:29])=[O:28])[CH:22]=2)[C:9]=1[C:30]1[CH:35]=[CH:34][CH:33]=[CH:32][CH:31]=1)=[O:7])C>C(O)CO>[C:27]([C:23]1[CH:22]=[C:21]([N:10]2[C:11]([CH2:13][CH2:14][C:15]3[CH:20]=[CH:19][CH:18]=[CH:17][CH:16]=3)=[CH:12][C:8]([C:6]([OH:7])=[O:5])=[C:9]2[C:30]2[CH:35]=[CH:34][CH:33]=[CH:32][CH:31]=2)[CH:26]=[CH:25][CH:24]=1)([OH:29])=[O:28] |f:0.1|. Procedure: Solid NaOH (90 mg; 2.3 mmol) was added to a soln of 1-(3-carboxy-phenyl)-5-phenethyl-2-phenyl-1H-pyrrole-3-carboxylic acid ethyl ester (157 mg; 0.357 mmol) in ethylene glycol (2.0 mL) at 160° C. After 1.6 h, the rxn was cooled then quenched with 1 M HCl (5 mL). The product was extracted into EtOAc (3×3 mL) and this soln was washed with water (3×3 mL) and satd NaCl (2×3 mL). After drying over MgSO4, filtration through silica with an EtOAc wash and concd, crude product was obtained. LC-MS 412 ([M+... Starting materials: C1(CCCCCCC1)C(=O)CBr (bromomethyl cyclooctyl ketone), [N+](=O)([O-])C=1C=C(C=CC1)/C=C/C(N)=S ((E)-3-(3-nitrophenyl)-2-propenethioamide). The solvent is C(C)O (ethyl alcohol), ice water. The product is C1(CCCCCCC1)C=1N=C(SC1)\C=C\C1=CC(=CC=C1)[N+](=O)[O-] ((E)-4-cyclooctyl-2-[2-(3-nitrophenyl)ethenyl]thiazole). Yield: 49.4%. RXN SMILES: [CH:1]1([C:9]([CH2:11]Br)=O)[CH2:8][CH2:7][CH2:6][CH2:5][CH2:4][CH2:3][CH2:2]1.[N+:13]([C:16]1[CH:17]=[C:18](/[CH:22]=[CH:23]/[C:24](=[S:26])[NH2:25])[CH:19]=[CH:20][CH:21]=1)([O-:15])=[O:14]>C(O)C>[CH:1]1([C:9]2[N:25]=[C:24](/[CH:23]=[CH:22]/[C:18]3[CH:19]=[CH:20][CH:21]=[C:16]([N+:13]([O-:15])=[O:14])[CH:17]=3)[S:26][CH:11]=2)[CH2:8][CH2:7][CH2:6][CH2:5][CH2:4][CH2:3][CH2:2]1. Procedure details: A solution composed of 6.2 g of bromomethyl cyclooctyl ketone, 5.6 g of (E)-3-(3-nitrophenyl)-2-propenethioamide and 75 ml of ethyl alcohol was heated to reflux for 1 hr afterwhich it was diluted with 200 ml of ice water and extracted with methylene chloride. The combined extracts were washed with water, dried (MgSO4) and condensed in vacuo to give an oil which was further purified by chromatography over florisil using methylene chloride as the eluant to yield 4.5 g of (E)-4-cyclooctyl-2-[2-(3-n... Reactants: N1=CC=CC2=C1CCNCC2 (6,7,8,9-Tetrahydro-5H-pyrido[2,3-d]azepine), BrC=1C=NC=2N(C1)N=C(C2)C(=O)N2CCC1=C(CC2)N=CN1 ((6-Bromo-pyrazolo[1,5-a]pyrimidin-2-yl)-(4,5,7,8-tetrahydro-1H-imidazo[4,5-d]azepin-6-yl)-methanone), CI (methyliodide), C([O-])([O-])=O.[K+].[K+] (potassium carbonate). Run in CN(C)C=O (DMF). Yields the product BrC=1C=NC=2N(C1)N=C(C2)C(=O)N2CCC1=C(CC2)N=CN1C ((6-Bromo-pyrazolo[1,5-a]pyrimidin-2-yl)-(1-methyl-4,5,7,8-tetrahydro-1H-imidazo[4,5-d]azepin-6-yl)-methanone). Reaction SMILES: N1C2CCNCCC=2C=C[CH:2]=1.[Br:12][C:13]1[CH:14]=[N:15][C:16]2[N:17]([N:19]=[C:20]([C:22]([N:24]3[CH2:30][CH2:29][C:28]4[N:31]=[CH:32][NH:33][C:27]=4[CH2:26][CH2:25]3)=[O:23])[CH:21]=2)[CH:18]=1.CI.C(=O)([O-])[O-].[K+].[K+]>CN(C=O)C>[Br:12][C:13]1[CH:14]=[N:15][C:16]2[N:17]([N:19]=[C:20]([C:22]([N:24]3[CH2:30][CH2:29][C:28]4[N:31]=[CH:32][N:33]([CH3:2])[C:27]=4[CH2:26][CH2:25]3)=[O:23])[CH:21]=2)[CH:18]=1 |f:3.4.5|. Procedure: 75.0 mg (0.21 mmol) 6 (6-Bromo-pyrazolo[1,5-a]pyrimidin-2-yl)-(4,5,7,8-tetrahydro-1H-imidazo[4,5-d]azepin-6-yl)-methanone, 13.0 μL (0.21 mmol) methyliodide, 35.0 mg (0.25 mmol) potassium carbonate in 1.0 mL DMF were stirred at RT overnight. The reaction mixture was purified by HPLC chromatography and lyophilized. Yield: 12 mg (15% of theory). ESI-MS: m/z=375 (M+H)+; Rt(HPLC): 0.71 min. (Method K). Starting materials: S=C(n1ccnc1)n1ccnc1, CC#N, Nc1nc2ccccc2[nH]1. Reaction SMILES: [C:11](=[S:12])([n:13]1[cH:14][n:15][cH:16][cH:17]1)[n:18]1[cH:19][cH:20][n:21][cH:22]1.[CH3:23][C:24]#[N:25].[nH:1]1[c:2]([NH2:10])[n:3][c:4]2[c:5]1[cH:6][cH:7][cH:8][cH:9]2>>[nH:1]1[c:2]([NH:10][C:11](=[S:12])[n:13]2[cH:14][n:15][cH:16][cH:17]2)[n:3][c:4]2[c:5]1[cH:6][cH:7][cH:8][cH:9]2. Product: S=C(Nc1nc2ccccc2[nH]1)n1ccnc1. The reactants are N1=CC=CC=C1 (pyridine), FC1=C(N)C=C(C=C1)[N+](=O)[O-] (2-fluoro-5-nitroaniline), CS(=O)(=O)Cl (methanesulfonyl chloride). Run in O (Water). Reaction conditions: time 7 hour. Product: FC1=C(C=C(C=C1)[N+](=O)[O-])NS(=O)(=O)C (N-(2-fluoro-5-nitrophenyl)methanesulfonamide). The yield is 72.8%. RXN SMILES: N1C=CC=CC=1.[F:7][C:8]1[CH:14]=[CH:13][C:12]([N+:15]([O-:17])=[O:16])=[CH:11][C:9]=1[NH2:10].[CH3:18][S:19](Cl)(=[O:21])=[O:20]>O>[F:7][C:8]1[CH:14]=[CH:13][C:12]([N+:15]([O-:17])=[O:16])=[CH:11][C:9]=1[NH:10][S:19]([CH3:18])(=[O:21])=[O:20]. Procedure: To 334 ml of a pyridine solution containing 52.1 g of 2-fluoro-5-nitroaniline was added 42.1 g of methanesulfonyl chloride under ice-cooling, followed by stirring at room temperature for 7 hours. Water was added to the reaction solution, the precipitate was collected by filtration, and the crude crystals were recrystallized from ethanol to give 56.9 g of N-(2-fluoro-5-nitrophenyl)methanesulfonamide as pale yellow needles.